From a dataset of the Open Reaction Database (ORD), a public repository of structured organic reaction records. describe an organic reaction: reactants, conditions, products, and yield Reactants: COC(=O)c1ccc(OCCCCl)c(OC)c1, CN(C)C=O, OC(c1ccc(F)cc1)(c1ccc(F)cc1)C1CCNCC1, [I-], [K+], [Na+], [Na+], O=C([O-])[O-]. Product: COC(=O)c1ccc(OCCCN2CCC(C(O)(c3ccc(F)cc3)c3ccc(F)cc3)CC2)c(OC)c1. As a reaction SMILES: [CH3:23][O:24][C:25]([c:26]1[cH:27][c:28]([O:37][CH3:38])[c:29]([O:32][CH2:33][CH2:34][CH2:35][Cl:36])[cH:30][cH:31]1)=[O:39].[CH3:48][N:49]([CH3:50])[CH:51]=[O:52].[F:1][c:2]1[cH:3][cH:4][c:5]([C:8]([OH:9])([CH:10]2[CH2:11][CH2:12][NH:13][CH2:14][CH2:15]2)[c:16]2[cH:17][cH:18][c:19]([F:22])[cH:20][cH:21]2)[cH:6][cH:7]1.[I-:47].[K+:46].[Na+:40].[Na+:41].[O-:42][C:43](=[O:44])[O-:45]>>[F:1][c:2]1[cH:3][cH:4][c:5]([C:8]([OH:9])([CH:10]2[CH2:11][CH2:12][N:13]([CH2:35][CH2:34][CH2:33][O:32][c:29]3[c:28]([O:37][CH3:38])[cH:27][c:26]([C:25]([O:24][CH3:23])=[O:39])[cH:31][cH:30]3)[CH2:14][CH2:15]2)[c:16]2[cH:17][cH:18][c:19]([F:22])[cH:20][cH:21]2)[cH:6][cH:7]1.